The task is: describe an organic reaction: reactants, conditions, products, and yield. This data is from the Open Reaction Database (ORD), a public repository of structured organic reaction records. Reactants: COC(=O)CCNC(=O)c1ccc(C(CC(C)(C)C)Oc2cnc(Cl)c(C)c2)cc1, [F-], OB(O)c1ccc(OC(F)(F)F)cc1, [K+], c1ccc(P(c2ccccc2)(c2ccccc2)[Pd](P(c2ccccc2)(c2ccccc2)c2ccccc2)(P(c2ccccc2)(c2ccccc2)c2ccccc2)P(c2ccccc2)(c2ccccc2)c2ccccc2)cc1. The product is COC(=O)CCNC(=O)c1ccc(C(CC(C)(C)C)Oc2cnc(-c3ccc(OC(F)(F)F)cc3)c(C)c2)cc1. RXN SMILES: [CH3:1][O:2][C:3]([CH2:4][CH2:5][NH:6][C:7]([c:8]1[cH:9][cH:10][c:11]([CH:14]([CH2:15][C:16]([CH3:17])([CH3:18])[CH3:19])[O:20][c:21]2[cH:22][n:23][c:24]([Cl:28])[c:25]([CH3:27])[cH:26]2)[cH:12][cH:13]1)=[O:29])=[O:30].[F-:31].[F:33][C:34]([O:35][c:36]1[cH:37][cH:38][c:39]([B:42]([OH:43])[OH:44])[cH:40][cH:41]1)([F:45])[F:46].[K+:32].[cH:47]1[cH:48][cH:49][c:50]([P:51]([Pd:52]([P:53]([c:54]2[cH:55][cH:56][cH:57][cH:58][cH:59]2)([c:60]2[cH:61][cH:62][cH:63][cH:64][cH:65]2)[c:66]2[cH:67][cH:68][cH:69][cH:70][cH:71]2)([P:72]([c:73]2[cH:74][cH:75][cH:76][cH:77][cH:78]2)([c:79]2[cH:80][cH:81][cH:82][cH:83][cH:84]2)[c:85]2[cH:86][cH:87][cH:88][cH:89][cH:90]2)[P:91]([c:92]2[cH:93][cH:94][cH:95][cH:96][cH:97]2)([c:98]2[cH:99][cH:100][cH:101][cH:102][cH:103]2)[c:104]2[cH:105][cH:106][cH:107][cH:108][cH:109]2)([c:110]2[cH:111][cH:112][cH:113][cH:114][cH:115]2)[c:116]2[cH:117][cH:118][cH:119][cH:120][cH:121]2)[cH:122][cH:123]1>>[CH3:1][O:2][C:3]([CH2:4][CH2:5][NH:6][C:7]([c:8]1[cH:9][cH:10][c:11]([CH:14]([CH2:15][C:16]([CH3:17])([CH3:18])[CH3:19])[O:20][c:21]2[cH:22][n:23][c:24](-[c:39]3[cH:38][cH:37][c:36]([O:35][C:34]([F:33])([F:45])[F:46])[cH:41][cH:40]3)[c:25]([CH3:27])[cH:26]2)[cH:12][cH:13]1)=[O:29])=[O:30]. The reactants are NC1=C(C=CC=C1)S (2-aminothiophenol), ClCC#N (chloroacetonitrile), solid, oxalate salt. Reagents/catalysts: S(=O)(=O)(O)[O-].C(CCC)[N+](CCCC)(CCCC)CCCC (tetrabutylammonium hydrogensulphate). Solvent: [OH-].[Na+] (NaOH), C(Cl)Cl (CH2Cl2). The product is NC=1CSC2=C(N1)C=CC=C2 (3-amino-2H-1,4-benzothiazine). Isolated yield 32.0%. Reaction SMILES: [NH2:1][C:2]1[CH:7]=[CH:6][CH:5]=[CH:4][C:3]=1[SH:8].Cl[CH2:10][C:11]#[N:12]>[OH-].[Na+].C(Cl)Cl.S([O-])(O)(=O)=O.C([N+](CCCC)(CCCC)CCCC)CCC>[NH2:12][C:11]1[CH2:10][S:8][C:3]2[CH:4]=[CH:5][CH:6]=[CH:7][C:2]=2[N:1]=1 |f:2.3,5.6|. Reported procedure: A mixture of 2-aminothiophenol (1.6 ml, 15 mmol) in 25% NaOH (10 ml) and chloroacetonitrile (0.95 ml, 15 mmol) in CH2Cl2 (20 ml) is stirred at room temperature for 20 hours, in the presence of tetrabutylammonium hydrogensulphate (0.51 g, 1.5 mmol). The organic phase is then separated, washed with H2O, dried over Na2SO4 and concentrated. The residue is taken up with 5% HCl/EtOH (20 ml) and the resulting solution refluxed for 2 hours. The solvent is evaporated under vacuum and the resulting solid ... The reactants are 1,1-dimethylethyl ester, C(C1=CC=CC=C1)OC(=O)N[C@@H](CCCCNC(=O)OC(C)(C)C)C(=O)N1[C@H](C(=O)OC(C)(C)C)CCC1 (1-[N2 -[(Benzyloxy)carbonyl]-N6 -[(1,1-dimethylethoxy)carbonyl]-L-lysyl]-L-proline, 1,1-dimethylethyl ester), N1[C@H](C(=O)OC(C)(C)C)CCC1 (L-proline, 1,1-dimethylethyl ester). Reagents/catalysts: [OH-].[OH-].[Pd+2] (palladium hydroxide/carbon). Solvent: C(C)(=O)OCC (ethyl acetate), C(C)O (ethanol). The product is CC(C)(OC(=O)NCCCC[C@H](N)C(=O)N1[C@H](C(=O)OC(C)(C)C)CCC1)C (1-[N6 -[(1,1-Dimethylethoxy)carbonyl]-L-lysyl]-L-proline, 1,1-dimethylethyl ester). As a reaction SMILES: C(OC([NH:11][C@H:12]([C:25]([N:27]1[CH2:38][CH2:37][CH2:36][C@H:28]1[C:29]([O:31][C:32]([CH3:35])([CH3:34])[CH3:33])=[O:30])=[O:26])[CH2:13][CH2:14][CH2:15][CH2:16][NH:17][C:18]([O:20][C:21]([CH3:24])([CH3:23])[CH3:22])=[O:19])=O)C1C=CC=CC=1.N1CCC[C@H]1C(OC(C)(C)C)=O>[OH-].[OH-].[Pd+2].C(OCC)(=O)C.C(O)C>[CH3:23][C:21]([CH3:24])([O:20][C:18]([NH:17][CH2:16][CH2:15][CH2:14][CH2:13][C@@H:12]([C:25]([N:27]1[CH2:38][CH2:37][CH2:36][C@H:28]1[C:29]([O:31][C:32]([CH3:34])([CH3:33])[CH3:35])=[O:30])=[O:26])[NH2:11])=[O:19])[CH3:22] |f:2.3.4|. Reported procedure: A mixture of the 1,1-dimethylethyl ester product from part (a) (4.13 g., 7.73 mmole) and palladium hydroxide/carbon catalyst (400 mg.) in ethyl acetate (90 ml.) and ethanol (10 ml.) is stirred under a hydrogen atmosphere (balloon). The system is evacuated and refilled with fresh hydrogen every 30 minutes. After stirring for 3 hours, the catalyst is removed by filtration (Teflon millipore) and the filtrate is concentrated at reduced pressure to give 3.15 g. of 1-[N6 -](1,1-dimethylethoxy)carbonyl... Isolated yield 97.0%. As a reaction SMILES: [N+:1]([O-:4])(O)=[O:2].CC(O)=O.[CH3:9][C:10]([CH3:21])([CH2:13][CH2:14][C:15]1[CH:20]=[CH:19][CH:18]=[CH:17][CH:16]=1)[CH:11]=[CH2:12]>CC(OC(C)=O)=O>[CH3:9][C:10]([CH3:21])([CH:11]=[CH2:12])[CH2:13][CH2:14][C:15]1[CH:20]=[CH:19][CH:18]=[CH:17][C:16]=1[N+:1]([O-:4])=[O:2]. Run in CC(=O)OC(=O)C (Ac2O), CC(=O)OC(=O)C (Ac2O). Run at time 12 hour. Procedure: In a flask, was loaded fuming HNO3 (18.7 mL, 90%, d=1.5), HOAc (18 mL), Ac2O (14 mL), which was allowed to cool back to room temperature before proceeding. This solution was added dropwise to 3,3-dimethyl-5-phenyl-1-pentene (45.8 g, 0.263 mol), which was prepared using the procedure of Reike and coworkers referenced as 12 in the manuscript, in Ac2O (120 mL). The reaction was kept between 0 and −5° C. during the addition. After the addition, the mixture was stirred at 0° C. for 12 h. The reaction... Product: CC(CCC1=C(C=CC=C1)[N+](=O)[O-])(C=C)C (2-(3,3-dimethylpent-4-enyl)nitrobenzene). The reactants are [N+](=O)(O)[O-] (HNO3), ice, CC(=O)O (HOAc), CC(C=C)(CCC1=CC=CC=C1)C (3,3-dimethyl-5-phenyl-1-pentene). Reactants: ClC(C1=NC2=C(N1)C=CC(=C2)C2=C(C=CC=C2)OC(F)(F)F)(Cl)Cl (2-Trichloromethyl-5-(2-trifluoromethoxy-phenyl)-1H-benzimidazole), NC1(CCCCC1)CO ((1-amino-cyclohexyl)-methanol), O (Water). Solvent: O1CCOCC1 (dioxane). Conditions: temperature 0 celsius, time 1 hour. The product is FC(OC1=C(C=CC=C1)C1=CC2=C(NC(=N2)C2=NC3(CO2)CCCCC3)C=C1)(F)F (2-[5-(2-Trifluoromethoxy-phenyl)-1H-benzimidazol-2-yl]-3-oxa-1-aza-spiro[4.5]dec-1-ene). Isolated yield 10.0%. Reaction SMILES: Cl[C:2](Cl)(Cl)[C:3]1[NH:7][C:6]2[CH:8]=[CH:9][C:10]([C:12]3[CH:17]=[CH:16][CH:15]=[CH:14][C:13]=3[O:18][C:19]([F:22])([F:21])[F:20])=[CH:11][C:5]=2[N:4]=1.[NH2:25][C:26]1([CH2:32][OH:33])[CH2:31][CH2:30][CH2:29][CH2:28][CH2:27]1.O>O1CCOCC1>[F:20][C:19]([F:22])([F:21])[O:18][C:13]1[CH:14]=[CH:15][CH:16]=[CH:17][C:12]=1[C:10]1[CH:9]=[CH:8][C:6]2[NH:7][C:3]([C:2]3[O:33][CH2:32][C:26]4([CH2:31][CH2:30][CH2:29][CH2:28][CH2:27]4)[N:25]=3)=[N:4][C:5]=2[CH:11]=1. Procedure details: 2-Trichloromethyl-5-(2-trifluoromethoxy-phenyl)-1H-benzimidazole (241 mg, 0.610 mmol, as prepared in step B of this Example) and (1-amino-cyclohexyl)-methanol (315 mg, 2.44 mmol, as prepared in the previous step) were placed in a 40 mL vial equipped with a magnetic stir bar. Water (8 mL) was added, and the mixture was cooled to 0° C. and stirred at that temperature for 1 h. Complete dissolution of starting materials did not occur, so the mixture was warmed to rt, treated with dioxane (8 mL), and... The reactants are C1C(CC2=CC=CC=C12)O (2-indanol). Reagents/catalysts: [Rh] (Rh on carbon). Solvent: CO (methanol). Reaction conditions: temperature 20 celsius, time 8 hour. Yields the product 7a, C1C(CC2CCCCC12)O (octahydro-1H-inden-2-ol). Reaction SMILES: [CH2:1]1[C:9]2[C:4](=[CH:5][CH:6]=[CH:7][CH:8]=2)[CH2:3][CH:2]1[OH:10]>CO.[Rh]>[CH2:1]1[CH:9]2[CH:4]([CH2:5][CH2:6][CH2:7][CH2:8]2)[CH2:3][CH:2]1[OH:10]. Procedure: To a solution of 13.4 g (10.0 mmol) of 2-indanol in 100 mL of dry methanol was added 3.0 g of 5% Rh on carbon under a stream of argon. The solution was shaken in a Parr hydrogenation apparatus under hydrogen at 60 psi and 20° C. for 8 h. The mixture was filtered through Celite 545, rinsing with methanol, and the filtrate concentrated and distilled to give 4.2 g (30%) of (2 alpha and 2 beta 3a alpha, 7a alpha)-octahydro-1H-inden-2-ol, bp 130°-131° C. (18 mm); TLC Rf 0.68, 0.60 (SiO2, ethyl ether,... Reactants: NC1=NC=CC=N1 (2-aminopyrimidine), C[Si](C)(C)[N-][Si](C)(C)C.[Na+] (NaHMDS), ClC1=NC(=NC(=N1)N1CCOCC1)N1C(=NC2=C1C=CC=C2)C(F)F (1-[4-chloro-6-(4-morpholinyl)-1,3,5-triazin-2-yl]-2-(difluoromethyl)-1H-benzimidazole). The solvent is C1CCOC1 (THF), C1CCOC1 (THF), C(C)(=O)O (acetic acid), O (water). Reaction conditions: time 20 minute. Yields the product FC(C1=NC2=C(N1C1=NC(=NC(=N1)N1CCOCC1)NC1=NC=CC=N1)C=CC=C2)F (4-[2-(difluoromethyl)-1H-benzimidazol-1-yl]-6-(4-morpholinyl)-N-(2-pyrimidinyl)-1,3,5-triazin-2-amine). The yield is 30.7%. As a reaction SMILES: [NH2:1][C:2]1[N:7]=[CH:6][CH:5]=[CH:4][N:3]=1.C[Si]([N-][Si](C)(C)C)(C)C.[Na+].Cl[C:19]1[N:24]=[C:23]([N:25]2[CH2:30][CH2:29][O:28][CH2:27][CH2:26]2)[N:22]=[C:21]([N:31]2[C:35]3[CH:36]=[CH:37][CH:38]=[CH:39][C:34]=3[N:33]=[C:32]2[CH:40]([F:42])[F:41])[N:20]=1>C1COCC1.C(O)(=O)C.O>[F:42][CH:40]([F:41])[C:32]1[N:31]([C:21]2[N:22]=[C:23]([N:25]3[CH2:26][CH2:27][O:28][CH2:29][CH2:30]3)[N:24]=[C:19]([NH:1][C:2]3[N:7]=[CH:6][CH:5]=[CH:4][N:3]=3)[N:20]=2)[C:35]2[CH:36]=[CH:37][CH:38]=[CH:39][C:34]=2[N:33]=1 |f:1.2|. Procedure details: To a solution of 0.214 g (2.25 mmol) of 2-aminopyrimidine in THF (4 mL) at 0° C. was added 1.25 mL of NaHMDS (2 M solution in THF) and the mixture was stirred for 20 min. A solution of 0.275 g (0.75 mmol) of 1-[4-chloro-6-(4-morpholinyl)-1,3,5-triazin-2-yl]-2-(difluoromethyl)-1H-benzimidazole in THF (4 mL) was added, and the resulting mixture was stirred for 1 hr at RT. After neutralization with acetic acid, the mixture was diluted with water and extracted with EtOAc. The organic layer was washe... The reactants are Br.NCC(C)C=1C=C2C=CC(=CC2=CC1)O (6-(2-amino-1-methylethyl)-2-naphthol hydrobromide), Br.CC(CCC1=CC=CC=C1)NCCC=1C=C2C=C(C(=CC2=CC1)O)O (6-{2-[(1-methyl-3-phenylpropyl)amino]ethyl}-2,3-naphthalenediol hydrobromide). Product: Br.NC(CC=1C=C2C=CC(=CC2=CC1)O)C (6-(2-aminopropyl)-2-naphthol hydrobromide). As a reaction SMILES: [BrH:1].[NH2:2][CH2:3][CH:4]([C:6]1[CH:7]=[C:8]2[C:13](=[CH:14][CH:15]=1)[CH:12]=[C:11]([OH:16])[CH:10]=[CH:9]2)C.Br.[CH3:18]C(NCCC1C=C2C(=CC=1)C=C(O)C(O)=C2)CCC1C=CC=CC=1>>[BrH:1].[NH2:2][CH:3]([CH3:18])[CH2:4][C:6]1[CH:7]=[C:8]2[C:13](=[CH:14][CH:15]=1)[CH:12]=[C:11]([OH:16])[CH:10]=[CH:9]2 |f:0.1,2.3,4.5|. Procedure: 6-(2-amino-1-methylethyl)-2-naphthol hydrobromide, and 6-{2-[(1-methyl-3-phenylpropyl)amino]ethyl}-2,3-naphthalenediol hydrobromide; The reactants are ClC1=C(C=CC(=C1)Cl)C1=C(C=CC(=N1)C(=O)OC)C1=CC=C(C=C1)Cl (methyl 6-(2,4-dichlorophenyl)-5-(4-chlorophenyl)pyridine-2-carboxylate), [OH-].[Na+] (sodium hydroxide). The solvent is CO (methanol). Reaction conditions: time 20 hour. Yields the product ClC1=C(C=CC(=C1)Cl)C1=C(C=CC(=N1)C(=O)O)C1=CC=C(C=C1)Cl (6-(2,4-Dichlorophenyl)-5-(4-chlorophenyl)pyridine-2-carboxylic acid). Reaction SMILES: [Cl:1][C:2]1[CH:7]=[C:6]([Cl:8])[CH:5]=[CH:4][C:3]=1[C:9]1[N:14]=[C:13]([C:15]([O:17]C)=[O:16])[CH:12]=[CH:11][C:10]=1[C:19]1[CH:24]=[CH:23][C:22]([Cl:25])=[CH:21][CH:20]=1.[OH-].[Na+]>CO>[Cl:1][C:2]1[CH:7]=[C:6]([Cl:8])[CH:5]=[CH:4][C:3]=1[C:9]1[N:14]=[C:13]([C:15]([OH:17])=[O:16])[CH:12]=[CH:11][C:10]=1[C:19]1[CH:24]=[CH:23][C:22]([Cl:25])=[CH:21][CH:20]=1 |f:1.2|. Procedure details: To a solution of methyl 6-(2,4-dichlorophenyl)-5-(4-chlorophenyl)pyridine-2-carboxylate (300 mg, 0.76 mmol) from Example 95, Step E in methanol (6 mL) was added 5N sodium hydroxide (0.300 mL, 1.5 mmol). The reaction was stirred at rt for 20 h and was then concentrated in vacuo. The residue was partitioned between methylene chloride and 2N hydrochloric acid. The organic layer was washed with brine, dried over sodium sulfate, and evaporated to give the crude title compound as a yellow foam. HPLC/M...